Dataset: the Open Reaction Database (ORD), a public repository of structured organic reaction records. Task: describe an organic reaction: reactants, conditions, products, and yield Reactants: O=C=NS(=O)(=O)C1CCCCCC1Cl, ClCCl, Cc1cc(C)nc(N)n1. Product: Cc1cc(C)nc(NC(=O)NS(=O)(=O)C2CCCCCC2Cl)n1. Reaction SMILES: [Cl:1][CH:2]1[CH:3]([S:9](=[O:10])(=[O:11])[N:12]=[C:13]=[O:14])[CH2:4][CH2:5][CH2:6][CH2:7][CH2:8]1.[Cl:24][CH2:25][Cl:26].[NH2:15][c:16]1[n:17][c:18]([CH3:23])[cH:19][c:20]([CH3:22])[n:21]1>>[Cl:1][CH:2]1[CH:3]([S:9](=[O:10])(=[O:11])[NH:12][C:13](=[O:14])[NH:15][c:16]2[n:17][c:18]([CH3:23])[cH:19][c:20]([CH3:22])[n:21]2)[CH2:4][CH2:5][CH2:6][CH2:7][CH2:8]1. Starting materials: COC(=O)C=1N(C2=CC=C(C=C2C1OC(C)C)OC)C (5-methoxy-1-methyl-3-(1-methylethoxy)-1H-indole-2-carboxylic acid methyl ester), [OH-].[K+] (potassium hydroxide), crude acid. The product is COC=1C=C2C(=C(N(C2=CC1)C)C(=O)O)OC(C)C (5-Methoxy--methyl-3-(1-methylethoxy)-1H-indole-2-carboxylic acid). Yield: 47.0%. As a reaction SMILES: C[O:2][C:3]([C:5]1[N:6]([CH3:20])[C:7]2[C:12]([C:13]=1[O:14][CH:15]([CH3:17])[CH3:16])=[CH:11][C:10]([O:18][CH3:19])=[CH:9][CH:8]=2)=[O:4].[OH-].[K+]>>[CH3:19][O:18][C:10]1[CH:11]=[C:12]2[C:7](=[CH:8][CH:9]=1)[N:6]([CH3:20])[C:5]([C:3]([OH:4])=[O:2])=[C:13]2[O:14][CH:15]([CH3:17])[CH3:16] |f:1.2|. Procedure details: Prepared by the saponification procedure described in Example 7 from 41.2 g (0.15 mole) of 5-methoxy-1-methyl-3-(1-methylethoxy)-1H-indole-2-carboxylic acid methyl ester and 16.7 g (0.30 mole) of potassium hydroxide. The crude acid product was 18.3 g (47% yield). A sample recrystallized from aqueous 2-methoxyethanol was analytically pure, mp 110°-112° C.